This data is from the Open Reaction Database (ORD), a public repository of structured organic reaction records. The task is: describe an organic reaction: reactants, conditions, products, and yield Starting materials: ClC1=C(C(=O)NNS(=O)(=O)C2=CC=C(C)C=C2)C=CC=C1 (2-chloro-N′-tosylbenzohydrazide), O=S(Cl)Cl (SOCl2), ClC1=C(C(=O)NNS(=O)(=O)C2=CC=C(C)C=C2)C=CC=C1 (2-chloro-N′-tosylbenzohydrazide). Reported procedure: Into a 500 mL round bottom flask was placed 2-chloro-N′-tosylbenzohydrazide (10 g, 30.79 mmol). To this was added SOCl2 (36.6 g, 307.56 mmol). The resulting solution was allowed to react, with stirring, for 1.5 hours while the temperature was maintained at 75° C. in a bath of oil. To the mixture was added 2-chloro-N′-tosylbenzohydrazide (10 g, 30.79 mmol), while cooling to a temperature of 60° C. The resulting solution was allowed to react, with stirring, for an additional 2 hours while the temp... Run at temperature 75 celsius, time 1.5 hour. Reaction SMILES: [Cl:1][C:2]1[CH:21]=[CH:20][CH:19]=[CH:18][C:3]=1[C:4]([NH:6][NH:7][S:8]([C:11]1[CH:17]=[CH:16][C:14]([CH3:15])=[CH:13][CH:12]=1)(=[O:10])=[O:9])=O.O=S(Cl)[Cl:24]>>[Cl:24][C:4]([C:3]1[CH:18]=[CH:19][CH:20]=[CH:21][C:2]=1[Cl:1])=[N:6][NH:7][S:8]([C:11]1[CH:17]=[CH:16][C:14]([CH3:15])=[CH:13][CH:12]=1)(=[O:10])=[O:9]. Yields the product ClC(=NNS(=O)(=O)C1=CC=C(C=C1)C)C1=C(C=CC=C1)Cl (N′-(chloro(2-chlorophenyl)methylene)-4-methylbenzenesulfonohydrazide).